This data is from the Open Reaction Database (ORD), a public repository of structured organic reaction records. The task is: describe an organic reaction: reactants, conditions, products, and yield Reactants: COC=1C=CC(=CC1)P2(=S)SP(=S)(S2)C=3C=CC(=CC3)OC (Lawesson reagent), FC1=CC=C(CNC(C)=O)C=C1 (N-(4-fluorobenzyl)acetamide). Run in C1(=CC=CC=C1)C (toluene). Reaction conditions: temperature 80 celsius. Yields the product FC1=CC=C(CNC(C)=S)C=C1 (N-(4-fluorobenzyl)-thioacetamide). The yield is 106.1%. As a reaction SMILES: COC1C=CC(P2(SP(C3C=CC(OC)=CC=3)(=S)S2)=[S:10])=CC=1.[F:23][C:24]1[CH:34]=[CH:33][C:27]([CH2:28][NH:29][C:30](=O)[CH3:31])=[CH:26][CH:25]=1>C1(C)C=CC=CC=1>[F:23][C:24]1[CH:34]=[CH:33][C:27]([CH2:28][NH:29][C:30](=[S:10])[CH3:31])=[CH:26][CH:25]=1. Reported procedure: Step c) Add Lawesson reagent (1.8 g, 3.6 mmol) to N-(4-fluorobenzyl)acetamide (0.9 g, 5.4 mmol) in 50 mL of toluene and heat to 80° C. for 12 hours. Remove solvent under reduced pressure. Purify the residue by column chromatography (silica gel, Acetone: Hexane=20:80) to give a mixture. Wash with ether and discard insoluble solid impurities by filtration. Remove solvent under reduced pressure to give N-(4-fluorobenzyl)-thioacetamide (0.7 gm) in 71% as a yellow solid: MS 184 (MH+). Reactants: C(=O)(Cl)Cl (phosgene), NS(=O)(=O)C=1C(=CSC1C)C(=O)OC (methyl 4-(aminosulfonyl)-5-methylthiophene-3-carboxylate), C(=O)(Cl)Cl (phosgene), C(CCC)N=C=O (n-butyl isocyanate). The solvent is C=1(C(=CC=CC1)C)C (xylene). The product is N(=C=O)S(=O)(=O)C=1C(=CSC1C)C(=O)OC (methyl 4-(isocyanatosulfonyl)-5-methylthiophene-3-carboxylate). Yield: 84.2%. Reaction SMILES: [NH2:1][S:2]([C:5]1[C:6]([C:11]([O:13][CH3:14])=[O:12])=[CH:7][S:8][C:9]=1[CH3:10])(=[O:4])=[O:3].C(N=[C:20]=[O:21])CCC.C(Cl)(Cl)=O>C1(C)C(C)=CC=CC=1>[N:1]([S:2]([C:5]1[C:6]([C:11]([O:13][CH3:14])=[O:12])=[CH:7][S:8][C:9]=1[CH3:10])(=[O:4])=[O:3])=[C:20]=[O:21]. Procedure details: 23.5 g of methyl 4-(aminosulfonyl)-5-methylthiophene-3-carboxylate (1) (100 mmol) were initially charged in 250 ml of xylene. From this mixture, approx. 70 ml of xylene were distilled off on a water separator. After addition of 9.9 g of n-butyl isocyanate (100 mmol), the reaction mixture was heated to reflux. Subsequently, 24 g of phosgene were introduced over a period of 3 h at such a rate that the temperature remained at approx. 130° C. (excess phosgene was kept in the system by a phosgene con... Reactants: C(C)OC1=NS(C(=C1OCC)C(=O)OCC)(=O)=O (3,4-Diethoxy-5-ethoxycarbonyl isothiazole-1,1-dioxide), C[Si](N[Si](C)(C)C)(C)C (hexamethyldisilazane). Run in C(Cl)Cl (methylene chloride), C(Cl)Cl (methylene chloride). Reaction conditions: time 18 hour. Yields the product C(C)OC1=NS(C(=C1N)C(=O)OCC)(=O)=O (3-Ethoxy-4-amino-5-ethoxycarbonyl isothiazole-1,1-dioxide). Reaction SMILES: [CH2:1]([O:3][C:4]1[C:8](OCC)=[C:7]([C:12]([O:14][CH2:15][CH3:16])=[O:13])[S:6](=[O:18])(=[O:17])[N:5]=1)[CH3:2].C[Si](C)(C)[NH:21][Si](C)(C)C>C(Cl)Cl>[CH2:1]([O:3][C:4]1[C:8]([NH2:21])=[C:7]([C:12]([O:14][CH2:15][CH3:16])=[O:13])[S:6](=[O:18])(=[O:17])[N:5]=1)[CH3:2]. Procedure: Under a nitrogen atmosphere a solution of 1.41 g (5.3 mmol) of the Example 3 compound in 15 ml of methylene chloride is stirred in an ice bath while a solution of 1.2 g (7.9 mmol) hexamethyldisilazane in 10 ml methylene chloride is added dropwise. The solution is allowed to warm to room temperature at which temperature stirring is continued for 18 hours. The solution is then evaporated in vacuo to an oil which is redissolved in 20 ml of a mixture of methylene chloride (15)-ethanol (5). After sti... Starting materials: CN1CCC[C@@H]2CC3=C(C[C@H]12)C=CC=C3OC (Cis-1,2,3,4,4a,5,10,10a-octahydro-N-methyl-6-methoxybenzo[g]quinoline), Cl (Hydrochloride). The product is CN1CCC[C@@H]2CC3=C(C[C@H]12)C=CC=C3O (Cis-1,2,3,4,4a,5,10,10a-octahydro-N-methyl-6-hydroxybenzo[g]quinoline). RXN SMILES: [CH3:1][N:2]1[C@@H:11]2[C@@H:6]([CH2:7][C:8]3[C:15]([O:16]C)=[CH:14][CH:13]=[CH:12][C:9]=3[CH2:10]2)[CH2:5][CH2:4][CH2:3]1.Cl>>[CH3:1][N:2]1[C@@H:11]2[C@@H:6]([CH2:7][C:8]3[C:15]([OH:16])=[CH:14][CH:13]=[CH:12][C:9]=3[CH2:10]2)[CH2:5][CH2:4][CH2:3]1. Procedure details: This compound is obtained from the title compound of Example 7, analogously to Example 5 and 3. M.p. 256°-258° (Hydrochloride).